Dataset: the Open Reaction Database (ORD), a public repository of structured organic reaction records. Task: describe an organic reaction: reactants, conditions, products, and yield The reactants are C(C)OC(=O)N1[C@H](C[C@H](C2=CC(=CC=C12)C(F)(F)F)N)CC (cis-4-Amino-2-ethyl-6-trifluoromethyl-3,4-dihydro-2H-quinoline-1-carboxylic acid ethyl ester), C(C)(=O)O (acetic acid), FC(C=1C=C(C=O)C=C(C1)C(F)(F)F)(F)F (3,5-bis-trifluoromethyl-benzaldehyde), C(C)(=O)O[BH-](OC(C)=O)OC(C)=O.[Na+] (sodium triacetoxyborohydride). Run in [OH-].[K+] (potassium hydroxide). Run at time 24 hour. Yields the product C(C)OC(=O)N1[C@H](C[C@H](C2=CC(=CC=C12)C(F)(F)F)NCC1=CC(=CC(=C1)C(F)(F)F)C(F)(F)F)CC (cis-4-(3,5-Bis-trifluoromethyl-benzylamino)-2-ethyl-6-trifluoromethyl-3,4-dihydro-2H-quinoline-1-carboxylic acid ethyl ester). Yield: 91.5%. RXN SMILES: [CH2:1]([O:3][C:4]([N:6]1[C:15]2[C:10](=[CH:11][C:12]([C:16]([F:19])([F:18])[F:17])=[CH:13][CH:14]=2)[C@H:9]([NH2:20])[CH2:8][C@@H:7]1[CH2:21][CH3:22])=[O:5])[CH3:2].C(O)(=O)C.[F:27][C:28]([F:42])([F:41])[C:29]1[CH:30]=[C:31]([CH:34]=[C:35]([C:37]([F:40])([F:39])[F:38])[CH:36]=1)[CH:32]=O.C(O[BH-](OC(=O)C)OC(=O)C)(=O)C.[Na+]>[OH-].[K+]>[CH2:1]([O:3][C:4]([N:6]1[C:15]2[C:10](=[CH:11][C:12]([C:16]([F:17])([F:18])[F:19])=[CH:13][CH:14]=2)[C@H:9]([NH:20][CH2:32][C:31]2[CH:34]=[C:35]([C:37]([F:39])([F:40])[F:38])[CH:36]=[C:29]([C:28]([F:27])([F:41])[F:42])[CH:30]=2)[CH2:8][C@@H:7]1[CH2:21][CH3:22])=[O:5])[CH3:2] |f:3.4,5.6|. Reported procedure: A solution of cis-4-amino-2-ethyl-6-trifluoromethyl-3,4-dihydro-2H-quinoline-1-carboxylic acid ethyl ester (Example 3D) (8.8 g, 27.8 mmol) was treated sequentially with acetic acid (5.0 g, 83.5 mmol), 3,5-bis-trifluoromethyl-benzaldehyde (6.74 g, 27.8 mmol), followed by sodium triacetoxyborohydride (29.5 g, 139.2 mmol). After stirring at room temperature for 24 h, the mixture was combined with 500 mL of 1M potassium hydroxide, and the aqueous layer was extracted with dichloromethane (2×200 mL). ... Reactants: ClC=1NC(C2=C(N1)N(C=C2)C)=O (2-chloro-7-methyl-3,7-dihydro-pyrrolo[2,3-d]pyrimidin-4-one), ClC=1NC(C2=C(N1)N(C=C2)C)=O (2-chloro-7-methyl-3,7-dihydro-pyrrolo[2,3-d]pyrimidin-4-one), N1N=CC=C1 (1H-pyrazole). Run in O1CCCC1 (tetrahydrofuran). Run at temperature 100 celsius, time 8 hour. Product: CN1C=CC2=C1N=C(NC2=O)N2N=CC=C2 (7-methyl-2-pyrazol-1-yl-3,7-dihydro-pyrrolo[2,3-d]pyrimidin-4-one). Isolated yield 25.1%. RXN SMILES: Cl[C:2]1[NH:3][C:4](=[O:12])[C:5]2[CH:10]=[CH:9][N:8]([CH3:11])[C:6]=2[N:7]=1.[NH:13]1[CH:17]=[CH:16][CH:15]=[N:14]1>O1CCCC1>[CH3:11][N:8]1[C:6]2[N:7]=[C:2]([N:13]3[CH:17]=[CH:16][CH:15]=[N:14]3)[NH:3][C:4](=[O:12])[C:5]=2[CH:10]=[CH:9]1. Reported procedure: A high pressure microwave reaction vial was charged with 2-chloro-7-methyl-3,7-dihydro-pyrrolo[2,3-d]pyrimidin-4-one (Intermediate A) (32.7 mg, 178 μmol) and anhydrous tetrahydrofuran (0.5 mL). The reaction was then treated with 1H-pyrazole (22.3 mg, 328 μmol). The vial was tightly sealed and affixed behind a blast shield. The reaction was warmed to 100° C. where it stirred overnight. At this time, the reaction was heated at 100° C. for 30 min in a microwave. The reaction was concentrated in vac...